This data is from the Open Reaction Database (ORD), a public repository of structured organic reaction records. The task is: describe an organic reaction: reactants, conditions, products, and yield The reactants are [C-]#N.[Na+] (Sodium cyanide), BrC1=CC(=C(C(=O)OC2=CC=CC=C2)C=C1)O (phenyl 4-bromo-2-hydroxybenzoate). The solvent is C(CC)O (1-propanol). Product: BrC1=CC(=C(C(=O)OCCC)C=C1)O (n-propyl 4-bromo-2-hydroxybenzoate). The yield is 78.0%. RXN SMILES: [C-]#N.[Na+].[Br:4][C:5]1[CH:19]=[CH:18][C:8]([C:9]([O:11][C:12]2C=CC=[CH:14][CH:13]=2)=[O:10])=[C:7]([OH:20])[CH:6]=1>C(O)CC>[Br:4][C:5]1[CH:19]=[CH:18][C:8]([C:9]([O:11][CH2:12][CH2:13][CH3:14])=[O:10])=[C:7]([OH:20])[CH:6]=1 |f:0.1|. Procedure: Sodium cyanide was added to a solution of phenyl 4-bromo-2-hydroxybenzoate (1.45 g) in 1-propanol (10 ml). The mixture was heated at reflux for 18 hours. The reaction mixture was cooled to ambient temperature and evaporated. The residue was partitioned between ether and water. The ether phase was separated, dried (MgSO4) and evaporated. The residue was purified by column chromatography on silica gel (Varian Bond Elut S1 silica) using 10% ethyl acetate in pentene as eluent to give n-propyl 4-brom... Starting materials: OC(C)(C)C=1N=C(N(C1C(=O)OC1OC(=O)C2=CC=CC=C12)CC1=CC=C(C=C1)C1=C(C=CC=C1)C1=NN=NN1C(C1=CC=CC=C1)(C1=CC=CC=C1)C1=CC=CC=C1)CCC (phthalidyl 4-(1-hydroxy-1-methylethyl)-2-propyl-1-[4-[2-(trityltetrazol-5-yl)phenyl]phenyl}methylimidazole-5-carboxylate). The solvent is C(C)(=O)O (acetic acid). The product is OC(C)(C)C=1N=C(N(C1C(=O)OC1OC(=O)C2=CC=CC=C12)CC1=CC=C(C=C1)C1=C(C=CC=C1)C1=NN=NN1)CCC (Phthalidyl 4-(1-hydroxy-1-methylethyl)-2-propyl-1-{4-[2-(tetrazol-5-yl)phenyl]phenyl}methylimidazole-5-carboxylate). Isolated yield 79.6%. RXN SMILES: [OH:1][C:2]([C:5]1[N:6]=[C:7]([CH2:60][CH2:61][CH3:62])[N:8]([CH2:23][C:24]2[CH:29]=[CH:28][C:27]([C:30]3[CH:35]=[CH:34][CH:33]=[CH:32][C:31]=3[C:36]3[N:40](C(C4C=CC=CC=4)(C4C=CC=CC=4)C4C=CC=CC=4)[N:39]=[N:38][N:37]=3)=[CH:26][CH:25]=2)[C:9]=1[C:10]([O:12][CH:13]1[C:22]2[C:17](=[CH:18][CH:19]=[CH:20][CH:21]=2)[C:15](=[O:16])[O:14]1)=[O:11])([CH3:4])[CH3:3]>C(O)(=O)C>[OH:1][C:2]([C:5]1[N:6]=[C:7]([CH2:60][CH2:61][CH3:62])[N:8]([CH2:23][C:24]2[CH:29]=[CH:28][C:27]([C:30]3[CH:35]=[CH:34][CH:33]=[CH:32][C:31]=3[C:36]3[NH:40][N:39]=[N:38][N:37]=3)=[CH:26][CH:25]=2)[C:9]=1[C:10]([O:12][CH:13]1[C:22]2[C:17](=[CH:18][CH:19]=[CH:20][CH:21]=2)[C:15](=[O:16])[O:14]1)=[O:11])([CH3:4])[CH3:3]. Reported procedure: Following a procedure similar to that described in Example 61(b), 0.196 g of phthalidyl 4-(1-hydroxy-1-methylethyl)-2-propyl-1-[4-[2-(trityltetrazol-5-yl)phenyl]phenyl}methylimidazole-5-carboxylate [prepared as described in step (a) above] was detritylated by heating it with 75% v/v aqueous acetic acid to give 0.110 g of the title compound, melting at 168°-170° C. Run at time 30 minute. Reactants: COB(OC)OC (trimethylborate), C(CCC)[Li] (n-butyllithium), CCCCCC (hexane), BrC1=CC=C2C=CN(C2=C1)C (6-bromo-1-methyl indole). Procedure: A solution of n-butyllithium in hexane (1.6 M, 1.7 mL, 27.2 mmol) was added to 6-bromo-1-methyl indole (5.0 g, 23.8 mmol) in dry THF (100 mL) at −78° C. over 30 min. After 30 min, trimethylborate (2.93 g, 28.2 mmol) in dry THF (25 mL) was added. Stirring was continued at −78° C. for 30 min. Methanol (12.5 mL) and water (12.5 mL) were added, and the mixture was stirred at room temperature for 3 h. It was diluted with ether (100 mL), and washed with sulfuric acid (1 N, 2×100 mL) and water (2×100 m... Yield: 62.4%. The product is CN1C=CC2=CC=C(C=C12)B(O)O (1-methyl-1H-indol-6-yl-boronic acid). As a reaction SMILES: C([Li])CCC.CCCCCC.Br[C:13]1[CH:21]=[C:20]2[C:16]([CH:17]=[CH:18][N:19]2[CH3:22])=[CH:15][CH:14]=1.C[O:24][B:25](OC)[O:26]C>C1COCC1.CCOCC.O.CO>[CH3:22][N:19]1[C:20]2[C:16](=[CH:15][CH:14]=[C:13]([B:25]([OH:26])[OH:24])[CH:21]=2)[CH:17]=[CH:18]1. Run in C1CCOC1 (THF), O (water), CO (Methanol), C1CCOC1 (THF), CCOCC (ether). The reactants are CNC, CCN(C(C)C)C(C)C, Nc1ccc(-c2cnc3[nH]cc(-c4cccc5cc[nH]c45)c3c2)cc1C(=O)O, CN(C)C=O. Yields the product CN(C)C(=O)c1cc(-c2cnc3[nH]cc(-c4cccc5cc[nH]c45)c3c2)ccc1N. As a reaction SMILES: [CH3:29][NH:30][CH3:31].[CH:32]([N:33]([CH:34]([CH3:35])[CH3:36])[CH2:37][CH3:38])([CH3:39])[CH3:40].[NH2:1][c:2]1[c:3]([C:4](=[O:5])[OH:6])[cH:7][c:8](-[c:11]2[cH:12][c:13]3[c:14]([n:15][cH:16]2)[nH:17][cH:18][c:19]3-[c:20]2[cH:21][cH:22][cH:23][c:24]3[cH:25][cH:26][nH:27][c:28]23)[cH:9][cH:10]1.[O:41]=[CH:42][N:43]([CH3:44])[CH3:45]>>[NH2:1][c:2]1[c:3]([C:4](=[O:5])[N:30]([CH3:29])[CH3:31])[cH:7][c:8](-[c:11]2[cH:12][c:13]3[c:14]([n:15][cH:16]2)[nH:17][cH:18][c:19]3-[c:20]2[cH:21][cH:22][cH:23][c:24]3[cH:25][cH:26][nH:27][c:28]23)[cH:9][cH:10]1. The reactants are CN1CCOCC1, CC#N, O=c1[nH]ccc(Cl)c1-c1nc2cc3cn[nH]c3cc2[nH]1, Cl, Cl, NCC(O)c1cccc(Br)c1. Yields the product O=c1[nH]ccc(NCC(O)c2cccc(Br)c2)c1-c1nc2cc3cn[nH]c3cc2[nH]1. Reaction SMILES: [CH3:34][N:35]1[CH2:36][CH2:37][O:38][CH2:39][CH2:40]1.[CH3:41][C:42]#[N:43].[Cl:2][c:3]1[c:4](-[c:10]2[n:11][c:12]3[cH:13][c:14]4[cH:15][n:16][nH:17][c:18]4[cH:19][c:20]3[nH:21]2)[c:5](=[O:9])[nH:6][cH:7][cH:8]1.[ClH:1].[ClH:22].[NH2:23][CH2:24][CH:25]([OH:26])[c:27]1[cH:28][c:29]([Br:33])[cH:30][cH:31][cH:32]1>>[c:3]1([NH:23][CH2:24][CH:25]([OH:26])[c:27]2[cH:28][c:29]([Br:33])[cH:30][cH:31][cH:32]2)[c:4](-[c:10]2[n:11][c:12]3[cH:13][c:14]4[cH:15][n:16][nH:17][c:18]4[cH:19][c:20]3[nH:21]2)[c:5](=[O:9])[nH:6][cH:7][cH:8]1. Starting materials: CC1=CC(=NC(=C1)NC1=NC=CC(=C1)C(F)(F)F)C=1C=NC(=CC1)C1(CCNCC1)O (4-(4-methyl-6-{[4-(trifluoromethyl)pyridin-2-yl]amino}-2,3′-bipyridin-6′-yl)piperidin-4-ol), C=1C=CC2=C(C1)N=NN2O (HOBt), CCN(C(C)C)C(C)C (DIEA), N1=CC=CC2=CC=C(C=C12)C(=O)O (7-quinoline carboxylic acid). Solvent: CN(C)C=O (DMF), C(CCl)Cl (EDC). Run at time 16 hour. Product: CC1=CC(=NC(=C1)NC1=NC=CC(=C1)C(F)(F)F)C=1C=NC(=CC1)C1(CCN(CC1)C(=O)C1=CC=C2C(=N1)NC=C2)O (4-(4-methyl-6-{[4-(trifluoromethyl)pyridin-2-yl]amino}-2,3′-bipyridin-6′-yl)-1-(1H-pyrrolo[2,3-b]pyridin-6-ylcarbonyl)piperidin-4-ol). Reaction SMILES: [CH3:1][C:2]1[CH:7]=[C:6]([NH:8][C:9]2[CH:14]=[C:13]([C:15]([F:18])([F:17])[F:16])[CH:12]=[CH:11][N:10]=2)[N:5]=[C:4]([C:19]2[CH:20]=[N:21][C:22]([C:25]3([OH:31])[CH2:30][CH2:29][NH:28][CH2:27][CH2:26]3)=[CH:23][CH:24]=2)[CH:3]=1.[CH:32]1[CH:33]=[CH:34][C:35]2[N:40](O)N=[N:38][C:36]=2[CH:37]=1.[CH3:42]CN(C(C)C)C(C)C.N1C2C(=CC=C([C:61](O)=[O:62])C=2)C=CC=1>CN(C=O)C.C(Cl)CCl>[CH3:1][C:2]1[CH:7]=[C:6]([NH:8][C:9]2[CH:14]=[C:13]([C:15]([F:17])([F:16])[F:18])[CH:12]=[CH:11][N:10]=2)[N:5]=[C:4]([C:19]2[CH:20]=[N:21][C:22]([C:25]3([OH:31])[CH2:30][CH2:29][N:28]([C:61]([C:35]4[N:40]=[C:42]5[NH:38][CH:36]=[CH:37][C:32]5=[CH:33][CH:34]=4)=[O:62])[CH2:27][CH2:26]3)=[CH:23][CH:24]=2)[CH:3]=1. Procedure: To a flask containing 4-(4-methyl-6-{[4-(trifluoromethyl)pyridin-2-yl]amino}-2,3′-bipyridin-6′-yl)piperidin-4-ol (35 mg, 0.0.082 mmol), EDC (31 mg, 0.0.163 mmol), HOBt (25 mg, 0.163 mmol) and DIEA (0.071 mL, 0.408 mmol) in DMF (1.63 mL) was added 7-quinoline carboxylic acid (42 mg, 0.245 mmol). The solution was stirred at room temperature for 16 hours. The reaction solution was then filtered and purified by mass triggered reverse phase high pressure liquid chromatography to provide 4-(4-methyl-6...